From a dataset of the Open Reaction Database (ORD), a public repository of structured organic reaction records. describe an organic reaction: reactants, conditions, products, and yield Reaction SMILES: [BH4-:1].[CH3:33][OH:34].[N:3](=[N+:4]=[N-:5])[CH:6]1[CH2:7][N:8]([C:23](=[O:24])[O:25][CH2:26][c:27]2[cH:28][cH:29][cH:30][cH:31][cH:32]2)[CH2:9][CH2:10][CH:11]1[O:12][S:13](=[O:14])(=[O:15])[c:16]1[cH:17][cH:18][c:19]([CH3:20])[cH:21][cH:22]1.[Na+:2]>>[NH2:3][CH:6]1[CH2:7][N:8]([C:23](=[O:24])[O:25][CH2:26][c:27]2[cH:28][cH:29][cH:30][cH:31][cH:32]2)[CH2:9][CH2:10][CH:11]1[O:12][S:13](=[O:14])(=[O:15])[c:16]1[cH:17][cH:18][c:19]([CH3:20])[cH:21][cH:22]1. Starting materials: [BH4-], CO, Cc1ccc(S(=O)(=O)OC2CCN(C(=O)OCc3ccccc3)CC2N=[N+]=[N-])cc1, [Na+]. Yields the product Cc1ccc(S(=O)(=O)OC2CCN(C(=O)OCc3ccccc3)CC2N)cc1.